Task: describe an organic reaction: reactants, conditions, products, and yield. Dataset: the Open Reaction Database (ORD), a public repository of structured organic reaction records Starting materials: Pd2(dibenzylidene acetone)3, BrC=1C=C2C(=NC1)N(N=C2)COCC[Si](C)(C)C (5-bromo-1-((2-(trimethylsilyl)ethoxy)methyl)-1H-pyrazolo[3,4-b]pyridine), C(N)(OC(C)(C)C)=O (tert-butyl carbamate), CC1(C2=C(C(=CC=C2)P(C3=CC=CC=C3)C4=CC=CC=C4)OC5=C(C=CC=C51)P(C6=CC=CC=C6)C7=CC=CC=C7)C (Xantphos), C(=O)([O-])[O-].[Cs+].[Cs+] (Cs2CO3). The solvent is C1CCOC1 (THF). The product is C[Si](CCOCN1N=CC=2C1=NC=C(C2)NC(OC(C)(C)C)=O)(C)C (tert-butyl 1-((2-(trimethylsilyl)ethoxy)methyl)-1H-pyrazolo[3,4-b]pyridin-5-ylcarbamate). Yield: 81.9%. As a reaction SMILES: Br[C:2]1[CH:3]=[C:4]2[CH:10]=[N:9][N:8]([CH2:11][O:12][CH2:13][CH2:14][Si:15]([CH3:18])([CH3:17])[CH3:16])[C:5]2=[N:6][CH:7]=1.[C:19](=[O:26])([O:21][C:22]([CH3:25])([CH3:24])[CH3:23])[NH2:20].CC1(C)C2C(=C(P(C3C=CC=CC=3)C3C=CC=CC=3)C=CC=2)OC2C(P(C3C=CC=CC=3)C3C=CC=CC=3)=CC=CC1=2.C([O-])([O-])=O.[Cs+].[Cs+]>C1COCC1>[CH3:16][Si:15]([CH3:18])([CH3:17])[CH2:14][CH2:13][O:12][CH2:11][N:8]1[C:5]2=[N:6][CH:7]=[C:2]([NH:20][C:19](=[O:26])[O:21][C:22]([CH3:25])([CH3:24])[CH3:23])[CH:3]=[C:4]2[CH:10]=[N:9]1 |f:3.4.5|. Procedure: Pd2(dibenzylidene acetone)3 (“Pd2dba3”; 0.031 g, 0.033 mmol) was added to a suspension of 5-bromo-1-((2-(trimethylsilyl)ethoxy)methyl)-1H-pyrazolo[3,4-b]pyridine (0.110 g, 0.335 mmol), tert-butyl carbamate (0.118 g, 1.00 mmol), Xantphos (0.039 g, 0.067 mmol), Cs2CO3 (0.163 g, 0.503 mmol) in THF (10 mL). The reaction mixture was purged with argon for 10 minutes and heated to reflux under argon overnight. The reaction mixture was cooled to room temperature and concentrated. The crude product was p... Reactants: c1ccc(CN2CCC3(CC2)OC(c2ccccc2)C2CCCCN23)cc1, CO, CC(=O)O. Yields the product c1ccc(C2OC3(CCNCC3)N3CCCCC23)cc1. RXN SMILES: [CH2:1]([c:2]1[cH:3][cH:4][cH:5][cH:6][cH:7]1)[N:8]1[CH2:9][CH2:10][C:11]2([O:12][CH:13]([c:20]3[cH:21][cH:22][cH:23][cH:24][cH:25]3)[CH:14]3[N:15]2[CH2:16][CH2:17][CH2:18][CH2:19]3)[CH2:26][CH2:27]1.[CH3:28][OH:29].[CH3:30][C:31](=[O:32])[OH:33]>>[NH:8]1[CH2:9][CH2:10][C:11]2([O:12][CH:13]([c:20]3[cH:21][cH:22][cH:23][cH:24][cH:25]3)[CH:14]3[N:15]2[CH2:16][CH2:17][CH2:18][CH2:19]3)[CH2:26][CH2:27]1. Reactants: OS(=O)(=O)[O-].[K+] (KHSO4), [H-].[H-].[H-].[H-].[Li+].[Al+3] (LiAlH4), N1([C@H](C(=O)N(C)OC)CCC1)C(=O)OC(C)(C)C (Boc-Pro-N(Me)OMe), N1([C@H](C(=O)N(C)OC)CCC1)C(=O)OC(C)(C)C (Boc-Pro-N(Me)OMe). Run in CCOCC (ether), CCOCC (ether). Yields the product C(=O)(OC(C)(C)C)N1[C@H](C=O)CCC1 (Boc-Prolinal). RXN SMILES: [N:1]1([C:12]([O:14][C:15]([CH3:18])([CH3:17])[CH3:16])=[O:13])[CH2:11][CH2:10][CH2:9][C@H:2]1[C:3](N(OC)C)=[O:4].OS([O-])(=O)=O.[K+].[H-].[H-].[H-].[H-].[Li+].[Al+3]>CCOCC>[C:12]([N:1]1[CH2:11][CH2:10][CH2:9][C@H:2]1[CH:3]=[O:4])([O:14][C:15]([CH3:18])([CH3:17])[CH3:16])=[O:13] |f:1.2,3.4.5.6.7.8|. Procedure details: 10 mmol of 30 was dissolved in 20 ml of absolute ether at 0° C. 12.5 mmol lithiumalanate was added. After 7 min of stirring 10 ml of a saturated KHSO4 solution was added drop wise. Then the mixture was diluted by adding 50 ml of ether and the organic layer was separated. This was washed by 1N HCl, water, saturated NaHCO3 solution, brine and dried. 30 (1.43 g, 5.54 mmol), LiAlH4 (0.26 g, 6.92 mmol) The reactants are C(C)(C)(C)OC(=O)N1C[C@@H]2N(C(CO[C@@H]2C1)=O)N[C@H](C)C1=CC=CC=C1 (cis-8-tert-Butoxycarbonyl-5-[(1R)-1-phenylethylamino]-4-oxo-2-oxa-5,8-diazabicyclo[4.3.0]nonane), B#B (diborane), ice, O (water), C([O-])([O-])=O.[K+].[K+] (potassium carbonate). The solvent is O1CCCC1 (tetrahydrofuran). Run at time 8 hour. Yields the product C(C)(C)(C)OC(=O)N1C[C@@H]2N(CCO[C@@H]2C1)N[C@H](C)C1=CC=CC=C1 (cis-8-tert-Butoxycarbonyl-5-[(1R)-1-phenylethylamino]-2-oxa-5,8-diazabicyclo[4.3.0]nonane). As a reaction SMILES: [C:1]([O:5][C:6]([N:8]1[CH2:16][C@@H:15]2[C@@H:10]([N:11]([NH:18][C@@H:19]([C:21]3[CH:26]=[CH:25][CH:24]=[CH:23][CH:22]=3)[CH3:20])[C:12](=O)[CH2:13][O:14]2)[CH2:9]1)=[O:7])([CH3:4])([CH3:3])[CH3:2].B#B.O.C(=O)([O-])[O-].[K+].[K+]>O1CCCC1>[C:1]([O:5][C:6]([N:8]1[CH2:16][C@@H:15]2[C@@H:10]([N:11]([NH:18][C@@H:19]([C:21]3[CH:22]=[CH:23][CH:24]=[CH:25][CH:26]=3)[CH3:20])[CH2:12][CH2:13][O:14]2)[CH2:9]1)=[O:7])([CH3:2])([CH3:3])[CH3:4] |f:3.4.5|. Procedure details: To a solution of 3.32 g of cis-8-tert-butoxycarbonyl -5-[(1R)-1-phenylethylamino]-4-oxo-2-oxa-5,8-diazabicyclo[4.3.0]nonane 13b in 6 ml of tetrahydrofuran was added 19.2 ml of 1M diborane tetrahydrofuran complex dropwise under ice-cooling. The mixture was stirred at room temperature overnight. To the mixture was added 5 ml of the diborane solution mentioned above and the mixture was stirred at room temperature for 2 hours. To an ice-cooled reaction mixture was added water and saturated potassium... Starting materials: COC(=O)N1CC[C@@H]2[C@](CCC[C@H]12)(C#CC=1C=C(C=CC1)C)O ((3aS,4R,7aS)-4-hydroxy-4-m-tolylethyny-octahydro-indole-1-carboxylic acid methyl ester), COC(CC(=O)O)=O (malonic acid monomethyl ester). The product is C(CC(=O)OC)(=O)O[C@@]1([C@@H]2CCN([C@@H]2CCC1)C(=O)OC)C#CC=1C=C(C=CC1)C ((3aR,4S,7aR)-1-(methoxycarbonyl)-4-(m-tolylethynyl)octahydro-1H-indol-4-yl methyl malonate). As a reaction SMILES: [CH3:1][O:2][C:3]([N:5]1[C@@H:13]2[C@@H:8]([C@@:9]([OH:23])([C:14]#[C:15][C:16]3[CH:17]=[C:18]([CH3:22])[CH:19]=[CH:20][CH:21]=3)[CH2:10][CH2:11][CH2:12]2)[CH2:7][CH2:6]1)=[O:4].[CH3:24][O:25][C:26](=[O:31])[CH2:27][C:28](O)=[O:29]>>[C:28]([O:23][C@@:9]1([C:14]#[C:15][C:16]2[CH:17]=[C:18]([CH3:22])[CH:19]=[CH:20][CH:21]=2)[CH2:10][CH2:11][CH2:12][C@@H:13]2[C@H:8]1[CH2:7][CH2:6][N:5]2[C:3]([O:2][CH3:1])=[O:4])(=[O:29])[CH2:27][C:26]([O:25][CH3:24])=[O:31]. Procedure details: Synthesis in analogy to the General Method 1 starting from (3aS,4R,7aS)-4-hydroxy-4-m-tolylethyny-octahydro-indole-1-carboxylic acid methyl ester and malonic acid monomethyl ester to yield (3aR,4S,7aR)-1-(methoxycarbonyl)-4-(m-tolylethynyl)octahydro-1H-indol-4-yl methyl malonate. MS [M+H]=414; RT=1.24 min; UPLC Method I